Dataset: the Open Reaction Database (ORD), a public repository of structured organic reaction records. Task: describe an organic reaction: reactants, conditions, products, and yield Starting materials: CC1(OCCO1)C1=CC=C(O1)CN1N=C(C=C1)N (1-[5-(2-methyl-[1,3]dioxolan-2-yl)-furan-2-ylmethyl]-1H-pyrazol-3-ylamine), COC=1C=C(C=CC1)/C=C/C(=O)O ((E)-3-(3-methoxy-phenyl)-acrylic acid). The product is C(C)(=O)C1=CC=C(O1)CN1N=C(C=C1)NC(\C=C\C1=CC(=CC=C1)OC)=O ((E)-N-[1-(5-Acetyl-furan-2-ylmethyl)-1H-pyrazol-3-yl]-3-(3-methoxy-phenyl)-acrylamide). Reaction SMILES: [CH3:1][C:2]1([C:7]2[O:11][C:10]([CH2:12][N:13]3[CH:17]=[CH:16][C:15]([NH2:18])=[N:14]3)=[CH:9][CH:8]=2)[O:6]CCO1.[CH3:19][O:20][C:21]1[CH:22]=[C:23](/[CH:27]=[CH:28]/[C:29](O)=[O:30])[CH:24]=[CH:25][CH:26]=1>>[C:2]([C:7]1[O:11][C:10]([CH2:12][N:13]2[CH:17]=[CH:16][C:15]([NH:18][C:29](=[O:30])/[CH:28]=[CH:27]/[C:23]3[CH:24]=[CH:25][CH:26]=[C:21]([O:20][CH3:19])[CH:22]=3)=[N:14]2)=[CH:9][CH:8]=1)(=[O:6])[CH3:1]. Procedure: Following general procedure B followed by either C or D, starting from 1-[5-(2-methyl-[1,3]dioxolan-2-yl)-furan-2-ylmethyl]-1H-pyrazol-3-ylamine and (E)-3-(3-methoxy-phenyl)-acrylic acid. The product is CNC(=O)n1cc(CC#N)c2c(Cl)cccc21. The reactants are CC1(C)CCCC(C)(C)N1, CN=C=O, N#CCc1c[nH]c2cccc(Cl)c12, [Li]CCCC, C1CCOC1. As a reaction SMILES: [CH3:1][C:2]1([CH3:3])[CH2:4][CH2:5][CH2:6][C:7]([CH3:8])([CH3:9])[NH:10]1.[CH3:29][N:30]=[C:31]=[O:32].[Cl:16][c:17]1[c:18]2[c:19]([CH2:26][C:27]#[N:28])[cH:20][nH:21][c:22]2[cH:23][cH:24][cH:25]1.[Li:11][CH2:12][CH2:13][CH2:14][CH3:15].[O:33]1[CH2:34][CH2:35][CH2:36][CH2:37]1>>[Cl:16][c:17]1[c:18]2[c:19]([CH2:26][C:27]#[N:28])[cH:20][n:21]([C:31]([NH:30][CH3:29])=[O:32])[c:22]2[cH:23][cH:24][cH:25]1.